Dataset: the Open Reaction Database (ORD), a public repository of structured organic reaction records. Task: describe an organic reaction: reactants, conditions, products, and yield Procedure details: To a solution of (2S,4R)-1-t-butoxycarbonyl-4-hydroxy-2-methoxycarbonylpyrrolidine (7.36 g: 30 mmole) in tetrahydrofuran (30 ml), formic acid (1.36 ml: 36 mmole), triphenylphosphine (9.44 g: 36 mmole) and diethyl azodicarboxylate (5.67 ml: 36 mmole) are successively added in a nitrogen atmosphere under ice cooling. The mixture is stirred to react for 40 minutes at the same temperature to give (2S,4S)-1-t-butoxycarbonyl-4-formyloxy-2-methoxycarbonylpyrrolidine (5.38 g). Yield: 66%. Colorless crys... The solvent is O1CCCC1 (tetrahydrofuran). Isolated yield 65.6%. As a reaction SMILES: [C:1]([O:5][C:6]([N:8]1[CH2:12][C@H:11]([OH:13])[CH2:10][C@H:9]1[C:14]([O:16][CH3:17])=[O:15])=[O:7])([CH3:4])([CH3:3])[CH3:2].[CH:18](O)=[O:19].C1(P(C2C=CC=CC=2)C2C=CC=CC=2)C=CC=CC=1.N(C(OCC)=O)=NC(OCC)=O>O1CCCC1>[C:1]([O:5][C:6]([N:8]1[CH2:12][C@@H:11]([O:13][CH:18]=[O:19])[CH2:10][C@H:9]1[C:14]([O:16][CH3:17])=[O:15])=[O:7])([CH3:4])([CH3:3])[CH3:2]. Product: C(C)(C)(C)OC(=O)N1[C@@H](C[C@@H](C1)OC=O)C(=O)OC ((2S,4S)-1-t-butoxycarbonyl-4-formyloxy-2-methoxycarbonylpyrrolidine). Reactants: C(C)(C)(C)OC(=O)N1[C@@H](C[C@H](C1)O)C(=O)OC ((2S,4R)-1-t-butoxycarbonyl-4-hydroxy-2-methoxycarbonylpyrrolidine), C(=O)O (formic acid), C1(=CC=CC=C1)P(C1=CC=CC=C1)C1=CC=CC=C1 (triphenylphosphine), N(=NC(=O)OCC)C(=O)OCC (diethyl azodicarboxylate). Starting materials: C(C)O (ethanol), ClC1=C(C=CC(=C1)[N+](=O)[O-])N1C(=NN(C1=S)C)C(F)(F)F (4-(2-chloro-4-nitrophenyl)-3-trifluoromethyl-4,5-dihydro-1-methyl-1,2,4-triazol-5(1H)-thione). Reagents/catalysts: [Fe] (iron). The solvent is Cl (hydrochloric acid), O (water). Conditions: time 18 hour. Product: NC1=CC(=C(C=C1)N1C(=NN(C1=S)C)C(F)(F)F)Cl (4-(4-amino-2-chlorophenyl)-3-trifluoromethyl-4,5-dihydro-1-methyl-1,2,4-triazol-5(1H)-thione). Yield: 90.1%. Reaction SMILES: C(O)C.[Cl:4][C:5]1[CH:10]=[C:9]([N+:11]([O-])=O)[CH:8]=[CH:7][C:6]=1[N:14]1[C:18](=[S:19])[N:17]([CH3:20])[N:16]=[C:15]1[C:21]([F:24])([F:23])[F:22]>Cl.O.[Fe]>[NH2:11][C:9]1[CH:8]=[CH:7][C:6]([N:14]2[C:18](=[S:19])[N:17]([CH3:20])[N:16]=[C:15]2[C:21]([F:23])([F:22])[F:24])=[C:5]([Cl:4])[CH:10]=1. Reported procedure: To a stirred mixture of 18.8 g (0.0337 mole) of iron powder in 400 ml of concentrated hydrochloric acid, 20 ml of water, and 300 ml of ethanol was added slowly 28.5 g of 4-(2-chloro-4-nitrophenyl)-3-trifluoromethyl-4,5-dihydro-1-methyl-1,2,4-triazol-5(1H)-thione. This mixture was heated at reflux for eight hours and then was cooled to room temperature and stirred for approximately 18 hours. The mixture was heated to reflux and was filtered hot. The filter cake was washed with methylene chloride.... Starting materials: ClC1=NC(=NC(=C1C#N)NC1=C(C=CC=C1)S(=O)(=O)C(C)C)NC1=C(C=C(C(=C1)C)C1CCN(CC1)C)OC(C)C (4-chloro-2-(2-isopropoxy-5-methyl-4-(1-methylpiperidin-4-yl)phenylamino)-6-(2-(isopropylsulfonyl)phenylamino)pyrimidine-5-carbonitrile), NN (hydrazine). Run in C(C)(C)O (isopropanol). Run at temperature 120 celsius. The product is C(C)(C)OC1=C(C=C(C(=C1)C1CCN(CC1)C)C)NC1=NC(=C2C(=N1)NN=C2N)NC2=C(C=CC=C2)S(=O)(=O)C(C)C (N6-(2-isopropoxy-5-methyl-4-(1-methylpiperidin-4-yl)phenyl)-N4-(2-(isopropylsulfonyl)phenyl)-1H-pyrazolo[3,4-d]pyrimidine-3,4,6-triamine). As a reaction SMILES: Cl[C:2]1[C:7]([C:8]#[N:9])=[C:6]([NH:10][C:11]2[CH:16]=[CH:15][CH:14]=[CH:13][C:12]=2[S:17]([CH:20]([CH3:22])[CH3:21])(=[O:19])=[O:18])[N:5]=[C:4]([NH:23][C:24]2[CH:29]=[C:28]([CH3:30])[C:27]([CH:31]3[CH2:36][CH2:35][N:34]([CH3:37])[CH2:33][CH2:32]3)=[CH:26][C:25]=2[O:38][CH:39]([CH3:41])[CH3:40])[N:3]=1.[NH2:42][NH2:43]>C(O)(C)C>[CH:39]([O:38][C:25]1[CH:26]=[C:27]([CH:31]2[CH2:32][CH2:33][N:34]([CH3:37])[CH2:35][CH2:36]2)[C:28]([CH3:30])=[CH:29][C:24]=1[NH:23][C:4]1[N:3]=[C:2]2[NH:42][N:43]=[C:8]([NH2:9])[C:7]2=[C:6]([NH:10][C:11]2[CH:16]=[CH:15][CH:14]=[CH:13][C:12]=2[S:17]([CH:20]([CH3:22])[CH3:21])(=[O:19])=[O:18])[N:5]=1)([CH3:41])[CH3:40]. Procedure: To a solution of 4-chloro-2-(2-isopropoxy-5-methyl-4-(1-methylpiperidin-4-yl)phenylamino)-6-(2-(isopropylsulfonyl)phenylamino)pyrimidine-5-carbonitrile (0.1 mmol) in 5 mL of isopropanol, was added hydrazine anhydrous (0.3 mmol). The solution was heated at 120° C. for 3 hours. Product was obtained after work-up and prep-HPLC. MS (ES+): 593.29 (M+1)+. 1H NMR (MeOD, 400 MHz) δ 8.01-8.03 (d, 1H), 7.83-7.86 (m, 1H), 7.31-7.43 (m, 3H), 6.91(s, 1H), 4.56-4.59 (m. 1H), 3.64-3.68 (m, 2H), 3.19-3.24 (m, 3... Reactants: BrCCCCCC(=O)Cl (6-Bromohexanoyl chloride), COC1=C(C=C(C=C1)OC)OC (1,2,4-trimethoxybenzene), Cl (HCl), [Al+3].[Cl-].[Cl-].[Cl-] (AlCl3). Solvent: C(Cl)Cl (CH2Cl2), C(Cl)Cl (CH2Cl2). Conditions: temperature -10 celsius, time 1 hour. Product: BrCCCCCC(=O)C1=C(C=C(C(=C1)OC)OC)OC (6-bromo-1-(2,4,5-trimethoxyphenyl)-hexan-1-one). The yield is 98.5%. RXN SMILES: [CH3:1][O:2][C:3]1[CH:8]=[CH:7][C:6]([O:9][CH3:10])=[CH:5][C:4]=1[O:11][CH3:12].[Br:13][CH2:14][CH2:15][CH2:16][CH2:17][CH2:18][C:19](Cl)=[O:20].[Al+3].[Cl-].[Cl-].[Cl-].Cl>C(Cl)Cl>[Br:13][CH2:14][CH2:15][CH2:16][CH2:17][CH2:18][C:19]([C:7]1[CH:8]=[C:3]([O:2][CH3:1])[C:4]([O:11][CH3:12])=[CH:5][C:6]=1[O:9][CH3:10])=[O:20] |f:2.3.4.5|. Procedure: 6 ml (40 mmol) of 1,2,4-trimethoxybenzene are introduced into 80 ml of dry CH2Cl2 and the mixture is cooled to −10° C. with stirring. 6-Bromohexanoyl chloride (6.2 ml, 40 mmol) dissolved in 20 ml of CH2Cl2 is then added dropwise. AlCl3 (5.6 g, 42 mmol) is progressively introduced in small portions into the reaction mixture. The reaction is maintained with stirring for 8 h with a return to ambient temperature. The reaction mixture is then poured onto ice (200 ml) and acidified to pH 1 using HCl. ... Reactants: CC(=O)OC(C)=O, O=[N+]([O-])c1ccc(Nn2cnnc2)cc1, c1ccncc1. The product is CC(=O)N(c1ccc([N+](=O)[O-])cc1)n1cnnc1. RXN SMILES: [CH3:1][C:2]([O:3][C:5]([CH3:6])=[O:7])=[O:4].[N+:8](=[O:9])([O-:10])[c:11]1[cH:12][cH:13][c:14]([NH:17][n:18]2[cH:19][n:20][n:21][cH:22]2)[cH:15][cH:16]1.[cH:23]1[cH:24][cH:25][n:26][cH:27][cH:28]1>>[C:5]([CH3:6])(=[O:7])[N:17]([c:14]1[cH:13][cH:12][c:11]([N+:8](=[O:9])[O-:10])[cH:16][cH:15]1)[n:18]1[cH:19][n:20][n:21][cH:22]1. RXN SMILES: Cl.C(OC(=O)[C:6]1[CH:11]=[CH:10][C:9]([NH:12]N)=[CH:8][CH:7]=1)C.CO[CH:17](OC)[CH2:18]CCCl>C(O)C.O>[NH:12]1[C:9]2[C:10](=[CH:11][CH:6]=[CH:7][CH:8]=2)[CH:18]=[CH:17]1 |f:0.1,3.4|. The product is N1C=CC2=CC=CC=C12 (indole). Reported procedure: A solution of ethyl-p-hydrazinobenzoate hydrochloride (10 g, 46 mmol) and 4-chlorobutanal dimethyl acetal (7.8 g, 46 mmol) in ethanol/water (5:1, 500 ml) was heated at reflux for 2 h. The solvent was removed under vacuum and the residue chromatographed through silica-gel eluting with dichloromethane/ethanol/ammonia (40:8:1) to give the title-indole as an oil (3.69 g). The hydrogen maleate salt was prepared, mp 127° C.; (Found: C, 59.46; H, 5.96; N, 8.47. C13H16N2O2.C4H4O4 requires C, 59.68; H, 5... The solvent is C(C)O.O (ethanol water). Isolated yield 68.5%. Reactants: Cl.C(C)OC(C1=CC=C(C=C1)NN)=O (ethyl-p-hydrazinobenzoate hydrochloride), COC(CCCCl)OC (4-chlorobutanal dimethyl acetal).